Task: describe an organic reaction: reactants, conditions, products, and yield. Dataset: the Open Reaction Database (ORD), a public repository of structured organic reaction records The reactants are OC(C(C(=O)OCC(=O)C1=CC=CC=C1)CCCCCCCCCCCCCCCCCC)CCCCCCCCCCCCCCC (phenacyl 3-hydroxy-2-n-octadecyl-octadecanoate), ClC(C(OCC1=CC=CC=C1)=N)(Cl)Cl (benzyl 2,2,2-trichloro-acetimidate), FC(S(=O)(=O)O)(F)F (trifluoromethane sulfonic acid). The solvent is C(Cl)Cl (methylene chloride), C(Cl)Cl (methylene chloride). Yields the product C(C1=CC=CC=C1)OC(C(C(=O)OCC(=O)C1=CC=CC=C1)CCCCCCCCCCCCCC)CCCCCCCCCCCCCCC (phenacyl 3-benzyloxy-2-n-tetradecyl-octadecanoate). Yield: 75.6%. As a reaction SMILES: [OH:1][CH:2]([CH2:34][CH2:35]CCCCCCCCCCCCC)[CH:3]([CH2:16][CH2:17][CH2:18][CH2:19][CH2:20][CH2:21][CH2:22][CH2:23][CH2:24][CH2:25][CH2:26][CH2:27][CH2:28][CH2:29]CCCC)[C:4]([O:6][CH2:7][C:8]([C:10]1[CH:15]=[CH:14][CH:13]=[CH:12][CH:11]=1)=[O:9])=[O:5].ClC(Cl)(Cl)C(=N)O[CH2:53][C:54]1[CH:59]=[CH:58][CH:57]=[CH:56][CH:55]=1.FC(F)(F)S(O)(=O)=O>C(Cl)Cl>[CH2:53]([O:1][CH:2]([CH2:34][CH2:35][CH2:24][CH2:23][CH2:22][CH2:21][CH2:20][CH2:19][CH2:18][CH2:17][CH2:16][CH2:3][CH2:2][CH2:34][CH3:35])[CH:3]([CH2:16][CH2:17][CH2:18][CH2:19][CH2:20][CH2:21][CH2:22][CH2:23][CH2:24][CH2:25][CH2:26][CH2:27][CH2:28][CH3:29])[C:4]([O:6][CH2:7][C:8]([C:10]1[CH:15]=[CH:14][CH:13]=[CH:12][CH:11]=1)=[O:9])=[O:5])[C:54]1[CH:55]=[CH:56][CH:57]=[CH:58][CH:59]=1. Procedure details: Then, phenacyl 3-hydroxy-2-n-octadecyl-octadecanoate (IV) (1.81 g, 2.94 millimole) was dissolved in dry methylene chloride (80 ml) under, argon atmosphere, and benzyl 2,2,2-trichloro-acetimidate (0.66 ml, 3.53 millimole) and trifluoromethane sulfonic acid (0.052 ml, 0.59 millimole) were successively added dropwise thereto with ice cooling. The reaction mixture was allowed to warm to room temperature, and to react for 17 hours, then methylene chloride was added to the reaction mixture, and the ob... Starting materials: ClC=1N=C(C2=C(N1)C=C(S2)CCC(=O)O)N2CCOCC2 (3-(2-chloro-4-morpholin-4-yl-thieno[3,2-d]pyrimidin-6-yl)-propionic acid), CC1(OB(OC1(C)C)C1=C2C=NNC2=CC=C1)C (4-(4,4,5,5-tetramethyl-[1,3,2]dioxaborolan-2-yl)-1H-indazole), C([O-])([O-])=O.[Na+].[Na+] (sodium carbonate), C(C)(=O)OCC (ethyl acetate). Reagents/catalysts: Cl[Pd]([P](C1=CC=CC=C1)(C2=CC=CC=C2)C3=CC=CC=C3)([P](C4=CC=CC=C4)(C5=CC=CC=C5)C6=CC=CC=C6)Cl (PdCl2(PPh3)2). Run in C(C)#N (acetonitrile), O (water). Product: N1N=CC2=C(C=CC=C12)C=1N=C(C2=C(N1)C=C(S2)C(C(=O)O)C)N2CCOCC2 (2-(1H-indazol-4-yl-4-morpholin-4-yl-thieno[3,2-d]pyrimidin-6-yl]-propionic acid). As a reaction SMILES: Cl[C:2]1[N:3]=[C:4]([N:16]2[CH2:21][CH2:20][O:19][CH2:18][CH2:17]2)[C:5]2[S:10][C:9]([CH2:11][CH2:12]C(O)=O)=[CH:8][C:6]=2[N:7]=1.CC1(C)C(C)(C)OB([C:30]2[CH:38]=[CH:37][CH:36]=[C:35]3[C:31]=2[CH:32]=[N:33][NH:34]3)O1.[C:40](=O)([O-:42])[O-:41].[Na+].[Na+].C(OCC)(=O)C>C(#N)C.Cl[Pd](Cl)([P](C1C=CC=CC=1)(C1C=CC=CC=1)C1C=CC=CC=1)[P](C1C=CC=CC=1)(C1C=CC=CC=1)C1C=CC=CC=1.O>[NH:34]1[C:35]2[C:31](=[C:30]([C:2]3[N:3]=[C:4]([N:16]4[CH2:17][CH2:18][O:19][CH2:20][CH2:21]4)[C:5]4[S:10][C:9]([CH:11]([CH3:12])[C:40]([OH:42])=[O:41])=[CH:8][C:6]=4[N:7]=3)[CH:38]=[CH:37][CH:36]=2)[CH:32]=[N:33]1 |f:2.3.4,^1:57,76|. Reported procedure: A mixture of 3-(2-chloro-4-morpholin-4-yl-thieno[3,2-d]pyrimidin-6-yl)-propionic acid (200 mg), 4-(4,4,5,5-tetramethyl-[1,3,2]dioxaborolan-2-yl)-1H-indazole (209 mg), 1 M aqueous sodium carbonate solution (1.83 mL) and PdCl2(PPh3)2 (22 mg) in acetonitrile (3 mL) was reacted in the microwave at 140° C. for 15 min. The reaction mixture was then poured into a mixture of ethyl acetate (20 mL) and water (20 mL). The aqueous layer was collected and carefully acidified to pH 6 using 2 M aqueous hydroch...